From a dataset of the Open Reaction Database (ORD), a public repository of structured organic reaction records. describe an organic reaction: reactants, conditions, products, and yield Starting materials: COC(=O)CCC(C#N)(CCC(=O)OC)c1ccc(OCCCN2CCCC2)cc1, COCCOC, [H-], [Na+]. Yields the product COC(=O)C1CC(C#N)(c2ccc(OCCCN3CCCC3)cc2)CCC1=O. RXN SMILES: [CH3:1][O:2][C:3]([CH2:4][CH2:5][C:6]([CH2:7][CH2:8][C:9](=[O:10])[O:11][CH3:12])([c:13]1[cH:14][cH:15][c:16]([O:19][CH2:20][CH2:21][CH2:22][N:23]2[CH2:24][CH2:25][CH2:26][CH2:27]2)[cH:17][cH:18]1)[C:28]#[N:29])=[O:30].[CH3:33][O:34][CH2:35][CH2:36][O:37][CH3:38].[H-:32].[Na+:31]>>[O:2]=[C:3]1[CH2:4][CH2:5][C:6]([c:13]2[cH:14][cH:15][c:16]([O:19][CH2:20][CH2:21][CH2:22][N:23]3[CH2:24][CH2:25][CH2:26][CH2:27]3)[cH:17][cH:18]2)([C:28]#[N:29])[CH2:7][CH:8]1[C:9](=[O:10])[O:11][CH3:12]. Reactants: C(N)(=O)C=1NC(N(C1C1=CN(C2=CC=CC=C12)CCCN1C(C2=CC=CC=C2C1=O)=O)C1=CN(C2=CC=CC=C12)C(=O)OCC)=O (4-Carbamoyl-5-{1-[3-(1,3-dioxo-1,3-dihydroisoindol-2-yl)-propyl]-3-indolyl}-1-[1-(ethoxycarbonyl)-3-indolyl]-1,3-dihydroimidazol-2-one), solution, TMS-polyphosphate. Run in C(Cl)Cl (CH2Cl2), C(Cl)Cl (CH2Cl2). Run at temperature 50 celsius. Yields the product C(#N)C=1NC(N(C1C1=CN(C2=CC=CC=C12)CCCN1C(C2=CC=CC=C2C1=O)=O)C1=CN(C2=CC=CC=C12)C(=O)OCC)=O (4-Cyano-5-{1-[3-(1,3-dioxo-1,3-dihydroisoindol-2-yl)-propyl]-3-indolyl}-1-[1-(ethoxycarbonyl)-3-indolyl]-1,3-dihydroimidazol-2-one). Yield: 67.9%. Reaction SMILES: [C:1]([C:4]1[NH:5][C:6](=[O:46])[N:7]([C:32]2[C:40]3[C:35](=[CH:36][CH:37]=[CH:38][CH:39]=3)[N:34]([C:41]([O:43][CH2:44][CH3:45])=[O:42])[CH:33]=2)[C:8]=1[C:9]1[C:17]2[C:12](=[CH:13][CH:14]=[CH:15][CH:16]=2)[N:11]([CH2:18][CH2:19][CH2:20][N:21]2[C:29](=[O:30])[C:28]3[C:23](=[CH:24][CH:25]=[CH:26][CH:27]=3)[C:22]2=[O:31])[CH:10]=1)(=O)[NH2:2]>C(Cl)Cl>[C:1]([C:4]1[NH:5][C:6](=[O:46])[N:7]([C:32]2[C:40]3[C:35](=[CH:36][CH:37]=[CH:38][CH:39]=3)[N:34]([C:41]([O:43][CH2:44][CH3:45])=[O:42])[CH:33]=2)[C:8]=1[C:9]1[C:17]2[C:12](=[CH:13][CH:14]=[CH:15][CH:16]=2)[N:11]([CH2:18][CH2:19][CH2:20][N:21]2[C:22](=[O:31])[C:23]3[C:28](=[CH:27][CH:26]=[CH:25][CH:24]=3)[C:29]2=[O:30])[CH:10]=1)#[N:2]. Procedure: To 0.10 g (0.16 mmol) of the product of step f) was added 10 ml of a solution of TMS-polyphosphate (Yokoyama et al. Synthesis (1982) 591-592) in CH2Cl2. The flask was sealed and heated on an oil bath to 50° C. for 3 hours. The organic phase was diluted to 20 ml with CH2Cl2 and then washed with 10 ml of water, 5 ml of 1M sulfuric acid and finally with 5 ml of brine. The organic phase was evaporated, and the residue was purified by chromatography on silica (CH2Cl2:MeOH 97:3), furnishing 65 mg (67%... The reactants are N1=CC=CC=C1 (Pyridine), COC=1C=C(C(=O)Cl)C=CC1OC (3,4-dimethoxybenzoyl chloride), COC=1C=C(C(=O)Cl)C=CC1OC (3,4-dimethoxybenzoyl chloride), C(C)OC(C1=C(C=CC(=C1)N1CCCCC1)N)=O (2-amino-5-piperidin-1-yl-benzoic acid ethyl ester), C(C)OC(C1=C(C=CC(=C1)N1CCCCC1)N)=O (2-amino-5-piperidin-1-yl-benzoic acid ethyl ester), C(Cl)Cl (methylene chloride). Conditions: time 1 hour. Yields the product C(C)OC(C1=C(C=CC(=C1)N1CCCCC1)NC(C1=CC(=CC=C1)CCl)=O)=O (2-(3-chloromethyl-benzoylamino)-5-piperidin-1-yl-benzoic acid ethyl ester), intermediate. Isolated yield 63.0%. RXN SMILES: [CH2:1]([O:3][C:4](=[O:18])[C:5]1[CH:10]=[C:9]([N:11]2[CH2:16][CH2:15][CH2:14][CH2:13][CH2:12]2)[CH:8]=[CH:7][C:6]=1[NH2:17])[CH3:2].N1C=CC=CC=1.CO[C:27]1[CH:28]=[C:29]([CH:33]=[CH:34][C:35]=1OC)[C:30](Cl)=[O:31].[CH2:38]([Cl:40])Cl>>[CH2:1]([O:3][C:4](=[O:18])[C:5]1[CH:10]=[C:9]([N:11]2[CH2:16][CH2:15][CH2:14][CH2:13][CH2:12]2)[CH:8]=[CH:7][C:6]=1[NH:17][C:30](=[O:31])[C:29]1[CH:33]=[CH:34][CH:35]=[C:27]([CH2:38][Cl:40])[CH:28]=1)[CH3:2]. Procedure: 2-Amino-5-piperidin-1-yl-benzoic acid ethyl ester (compound A) (1.6 g) synthesized by the above process was dissolved in anhydrous methylene chloride (20 ml). Pyridine (1.0 ml) and 3-(chloromethyl)benzoyl chloride (compound B) (1.2 ml) were added dropwise to the solution at 0° C., and the mixture was then stirred at room temperature for one hr. After the completion of the reaction, the reaction solution was concentrated under the reduced pressure. Distilled water was added to the residue, and th... Reactants: CCN(C)C=O, ClCCl, Cc1cc(N)cnc1Oc1ccc(Cl)c(C(F)(F)F)c1, [Na+], [OH-]. Product: CCN(C)C=Nc1cnc(Oc2ccc(Cl)c(C(F)(F)F)c2)c(C)c1. Reaction SMILES: [CH2:1]([CH3:2])[N:3]([CH:4]=[O:5])[CH3:6].[Cl:29][CH2:30][Cl:31].[Cl:7][c:8]1[c:9]([C:23]([F:24])([F:25])[F:26])[cH:10][c:11]([O:12][c:13]2[c:14]([CH3:20])[cH:15][c:16]([NH2:19])[cH:17][n:18]2)[cH:21][cH:22]1.[Na+:28].[OH-:27]>>[CH2:1]([CH3:2])[N:3]([CH:4]=[N:19][c:16]1[cH:15][c:14]([CH3:20])[c:13]([O:12][c:11]2[cH:10][c:9]([C:23]([F:24])([F:25])[F:26])[c:8]([Cl:7])[cH:22][cH:21]2)[n:18][cH:17]1)[CH3:6]. Reactants: NS(=O)(=O)c1cc(C(=O)O)c(Cl)cc1F, Cc1ccnc(Nc2ncc(Sc3ccnc(C(=O)NCC4(c5ccccc5)CCNCC4)c3F)s2)c1. Product: Cc1ccnc(Nc2ncc(Sc3ccnc(C(=O)NCC4(c5ccccc5)CCN(C(=O)c5cc(S(N)(=O)=O)c(F)cc5Cl)CC4)c3F)s2)c1. As a reaction SMILES: [Cl:38][c:39]1[c:40]([C:41](=[O:42])[OH:43])[cH:44][c:45]([S:49]([NH2:50])(=[O:51])=[O:52])[c:46]([F:48])[cH:47]1.[F:1][c:2]1[c:3]([C:22](=[O:23])[NH:24][CH2:25][C:26]2([c:32]3[cH:33][cH:34][cH:35][cH:36][cH:37]3)[CH2:27][CH2:28][NH:29][CH2:30][CH2:31]2)[n:4][cH:5][cH:6][c:7]1[S:8][c:9]1[cH:10][n:11][c:12]([NH:14][c:15]2[n:16][cH:17][cH:18][c:19]([CH3:21])[cH:20]2)[s:13]1>>[F:1][c:2]1[c:3]([C:22](=[O:23])[NH:24][CH2:25][C:26]2([c:32]3[cH:33][cH:34][cH:35][cH:36][cH:37]3)[CH2:27][CH2:28][N:29]([C:41]([c:40]3[c:39]([Cl:38])[cH:47][c:46]([F:48])[c:45]([S:49]([NH2:50])(=[O:51])=[O:52])[cH:44]3)=[O:42])[CH2:30][CH2:31]2)[n:4][cH:5][cH:6][c:7]1[S:8][c:9]1[cH:10][n:11][c:12]([NH:14][c:15]2[n:16][cH:17][cH:18][c:19]([CH3:21])[cH:20]2)[s:13]1. Reaction SMILES: [H-].[Na+].[O:3]1[C:11]2[CH:10]=[CH:9][NH:8][C:7](=[O:12])[C:6]=2[CH:5]=[CH:4]1.C([O:15][CH:16]([O:19]CC)[CH2:17]Br)C.O>CN(C=O)C>[OH:15][CH:16]([OH:19])[CH2:17][N:8]1[CH:9]=[CH:10][C:11]2[O:3][CH:4]=[CH:5][C:6]=2[C:7]1=[O:12] |f:0.1|. Starting materials: [H-].[Na+] (Sodium hydride), O (Water), O1C=CC=2C(NC=CC21)=O (5H-Furo[3,2-c]pyridin-4-one), C(C)OC(CBr)OCC (Bromoacetaldehyde diethylacetal). Reaction conditions: temperature 0 celsius. The solvent is CN(C)C=O (DMF). Yields the product OC(CN1C(C2=C(C=C1)OC=C2)=O)O (5-(2,2-dihydroxyethyl)-5H-furo[3,2-c]pyridin-4-one). Procedure details: Sodium hydride (60% in oil, 0.36 g) was suspended in DMF(10 ml), and was cooled to 0° C. in an ice water bath. 5H-Furo[3,2-c]pyridin-4-one(1.0 g) was added thereto at the same temperature, and the mixture was stirred at 0° C. for an hour. Bromoacetaldehyde diethylacetal(2.6 ml) was added thereto, and the mixture was stirred at 80° C. for 5 hours. Water was added to the reaction liquid, followed by extraction by ethyl acetate. The organic layer was dried over sodium sulfate, and condensed under r... The reactants are Cc1c(NCc2ccc(Oc3ccc(CCC(=O)O)cc3)cc2)cccc1[N+](=O)[O-], CO, CCOC(C)=O, O=S(=O)(O)O. The product is COC(=O)CCc1ccc(Oc2ccc(CNc3cccc([N+](=O)[O-])c3C)cc2)cc1. Reaction SMILES: [CH3:1][c:2]1[c:3]([NH:11][CH2:12][c:13]2[cH:14][cH:15][c:16]([O:17][c:18]3[cH:19][cH:20][c:21]([CH2:24][CH2:25][C:26](=[O:27])[OH:28])[cH:22][cH:23]3)[cH:29][cH:30]2)[cH:4][cH:5][cH:6][c:7]1[N+:8](=[O:9])[O-:10].[CH3:36][OH:37].[CH3:38][CH2:39][O:40][C:41](=[O:42])[CH3:43].[S:31](=[O:32])(=[O:33])([OH:34])[OH:35]>>[CH3:1][c:2]1[c:3]([NH:11][CH2:12][c:13]2[cH:14][cH:15][c:16]([O:17][c:18]3[cH:19][cH:20][c:21]([CH2:24][CH2:25][C:26](=[O:27])[O:28][CH3:36])[cH:22][cH:23]3)[cH:29][cH:30]2)[cH:4][cH:5][cH:6][c:7]1[N+:8](=[O:9])[O-:10]. Starting materials: C(C1=CC=CC=C1)N (benzylamine), O=S1(C(C=NC2=C1C=CC=C2)C(=O)O)=O (1,1-Dioxo-1,4-benzothiazine-2-carboxylic Acid), S1C(C=NC2=C1C=CC=C2)C(=O)O (1,4-benzothiazine-2-carboxlic acid), C(=O)(N1C=NC=C1)N1C=NC=C1 (1,1′-carbonyldiimidazole). The solvent is CN(C)C=O (DMF), C(C)OC(C)=O (ethylacetate). Conditions: temperature 80 celsius. The product is C(C1=CC=CC=C1)NC(=O)C1SC2=C(N=C1)C=CC=C2 (N-benzyl-1,4-benzothiazine-2-carboxamide). The yield is 34.4%. Reaction SMILES: [S:1]1[C:6]2[CH:7]=[CH:8][CH:9]=[CH:10][C:5]=2[N:4]=[CH:3][CH:2]1[C:11]([OH:13])=O.C(N1C=CN=C1)(N1C=CN=C1)=O.[CH2:26]([NH2:33])[C:27]1[CH:32]=[CH:31][CH:30]=[CH:29][CH:28]=1.O=S1(=O)C2C=CC=CC=2N=CC1C(O)=O>CN(C=O)C.C(OC(=O)C)C>[CH2:26]([NH:33][C:11]([CH:2]1[CH:3]=[N:4][C:5]2[CH:10]=[CH:9][CH:8]=[CH:7][C:6]=2[S:1]1)=[O:13])[C:27]1[CH:32]=[CH:31][CH:30]=[CH:29][CH:28]=1. Procedure details: A solution of 1,4-benzothiazine-2-carboxlic acid (70 mg, 0.36 mmol) and 1,1′-carbonyldiimidazole (70 mg, 0.43 mmole) in DMF ( 5 mL) is stirred at 80° C. for 30 mins. It is then treated with benzylamine (0.05 mL, 0.43 mmol) and heated at 80° C. for 1 h. The reaction mixture is cooled to room temperature, taken up with ethylacetate, and extracted with water (3×10 mL). The organic layer is dried over sodium sulfate and concentrated. The solid is filtered and washed with ethylacetate to give N-benzy...